This data is from the Open Reaction Database (ORD), a public repository of structured organic reaction records. The task is: describe an organic reaction: reactants, conditions, products, and yield The reactants are aqueous solution, [OH-].[Na+] (sodium hydroxide), C(C(=C)C)(=O)Cl (methacrylic acid chloride), NC1=CC=C(C=C1)N1N=NN=C1S (1-(p-aminophenyl)-1,2,3,4-tetrazole-5-thiol), C(C(=C)C)(=O)Cl (methacrylic acid chloride), Cl (hydrochloric acid). Solvent: N1=CC=CC=C1 (pyridine), C(C)#N (acetonitrile). Reaction conditions: time 1 hour. The product is C(C(=C)C)(=O)NC1=CC=C(C=C1)N1N=NN=C1S (1-(p-methacrylamidophenyl)-1,2,3,4-tetrazole-5-thiol). Reaction SMILES: [NH2:1][C:2]1[CH:7]=[CH:6][C:5]([N:8]2[C:12]([SH:13])=[N:11][N:10]=[N:9]2)=[CH:4][CH:3]=1.[C:14](Cl)(=[O:18])[C:15]([CH3:17])=[CH2:16].[OH-].[Na+].Cl>C(#N)C.N1C=CC=CC=1>[C:14]([NH:1][C:2]1[CH:7]=[CH:6][C:5]([N:8]2[C:12]([SH:13])=[N:11][N:10]=[N:9]2)=[CH:4][CH:3]=1)(=[O:18])[C:15]([CH3:17])=[CH2:16] |f:2.3|. Procedure details: Thirty grams of 1-(p-aminophenyl)-1,2,3,4-tetrazole-5-thiol was dissolved in 300 ml of acetonitrile and 20 ml of pyridine, and 16 ml of methacrylic acid chloride was added dropwise to the resulting solution with agitation. After the addition of the methacrylic acid chloride, the mixture was agitated for 1 hour at room temperature. Thereafter, a 10% aqueous solution of sodium hydroxide was added and the mixture was agitated for a white. The mixture was rendered weakly acidic with dilute hydrochlo... Isolated yield 52.0%. Procedure details: The title compound was prepared by a procedure similar to the one described for (±)3-[5-chloro-4-[(2,4-difluorobenzyl)oxy]-2-methyl-6-oxopyrimidin-1(6H)-yl]-N-(2-hydroxyethyl)-4-methylbenzamide using glycine amide HCl (1.2 g, 10.95 mmol) as the amine and with an addition of a second equivalent of N-methylmorpholine. After reverse phase HPLC purification, the organic extracts were concentrated under reduced pressure and dried in vacuo to afford the desired product (1.79 g, 52%) as white solid. 1H... Starting materials: ClC1=C(N=C(N(C1=O)C=1C=C(C(=O)NCCO)C=CC1C)C)OCC1=C(C=C(C=C1)F)F ((±)3-[5-chloro-4-[(2,4-difluorobenzyl)oxy]-2-methyl-6-oxopyrimidin-1(6H)-yl]-N-(2-hydroxyethyl)-4-methylbenzamide), CN1CCOCC1 (N-methylmorpholine), Cl.NCC(=O)N (glycine amide HCl), amine. RXN SMILES: [Cl:1][C:2]1[C:7](=[O:8])[N:6]([C:9]2[CH:10]=[C:11]([CH:18]=[CH:19][C:20]=2[CH3:21])[C:12]([NH:14][CH2:15][CH2:16][OH:17])=[O:13])[C:5]([CH3:22])=[N:4][C:3]=1[O:23][CH2:24][C:25]1[CH:30]=[CH:29][C:28]([F:31])=[CH:27][C:26]=1[F:32].Cl.[NH2:34]CC(N)=O.CN1CCOCC1>>[Cl:1][C:2]1[C:7](=[O:8])[N:6]([C:9]2[CH:10]=[C:11]([CH:18]=[CH:19][C:20]=2[CH3:21])[C:12]([NH:14][CH2:15][C:16]([NH2:34])=[O:17])=[O:13])[C:5]([CH3:22])=[N:4][C:3]=1[O:23][CH2:24][C:25]1[CH:30]=[CH:29][C:28]([F:31])=[CH:27][C:26]=1[F:32] |f:1.2|. Product: ClC1=C(N=C(N(C1=O)C=1C=C(C(=O)NCC(=O)N)C=CC1C)C)OCC1=C(C=C(C=C1)F)F ((±)3-[5-chloro-4-[(2,4-difluorobenzyl)oxy]-2-methyl-6-oxopyrimidin-1(6H)-yl]-4-methyl-N-{1-[aminocarbonyl]methyl}benzamide). Starting materials: CCCn1c(CCl)nc2cccnc21, COc1ccc(CN)cc1, CC#N. The product is CCCn1c(CNCc2ccc(OC)cc2)nc2cccnc21. Reaction SMILES: [CH2:11]([CH2:12][CH3:13])[n:14]1[c:15]([CH2:23][Cl:24])[n:16][c:17]2[c:18]1[n:19][cH:20][cH:21][cH:22]2.[CH3:1][O:2][c:3]1[cH:4][cH:5][c:6]([CH2:7][NH2:8])[cH:9][cH:10]1.[CH3:25][C:26]#[N:27]>>[CH3:1][O:2][c:3]1[cH:4][cH:5][c:6]([CH2:7][NH:8][CH2:23][c:15]2[n:14]([CH2:11][CH2:12][CH3:13])[c:18]3[c:17]([n:16]2)[cH:22][cH:21][cH:20][n:19]3)[cH:9][cH:10]1.